Dataset: the Open Reaction Database (ORD), a public repository of structured organic reaction records. Task: describe an organic reaction: reactants, conditions, products, and yield The reactants are O (water), solution, C[Mg]I (methyl magnesium iodide), product, BrC1=C2C=CN=CC2=CC=C1 (5-bromoisoquinoline), CC(=O)OCC (CH3CO2CH2CH3). Reagents/catalysts: Cl[Ni]1([P](CCC[P](C2=CC=CC=C2)1C3=CC=CC=C3)(C4=CC=CC=C4)C5=CC=CC=C5)Cl ([1,3-bis(diphenylphosphino)-propane]nickel(II) chloride). The solvent is CCOCC (ether), CCOCC (ether). The product is CC1=C2C=CN=CC2=CC=C1 (5-Methylisoquinoline). As a reaction SMILES: C[Mg]I.Br[C:5]1[CH:14]=[CH:13][CH:12]=[C:11]2[C:6]=1[CH:7]=[CH:8][N:9]=[CH:10]2.O.[CH3:16]C(OCC)=O>CCOCC.Cl[Ni]1(Cl)[P](C2C=CC=CC=2)(C2C=CC=CC=2)CCC[P]1(C1C=CC=CC=1)C1C=CC=CC=1>[CH3:16][C:5]1[CH:14]=[CH:13][CH:12]=[C:11]2[C:6]=1[CH:7]=[CH:8][N:9]=[CH:10]2 |^1:29,45|. Procedure details: A 3M solution of methyl magnesium iodide in ether (50 ml, 0.15 mol) was added dropwise to a stirred, ice-cooled solution of 5-bromoisoquinoline (21 g, 0.10 mol), obtained by the method described in J. Org. Chem., 1964, 29, 329, and [1,3-bis(diphenylphosphino)-propane]nickel(II) chloride (400 mg, 0.7 mmol) in anhydrous ether and the reaction mixture heated under reflux for 5 days, allowed to cool, then poured into water (500 ml). The organic phase was separated, combined with ether extracts of th... Reactants: COc1c(C#N)cc(C(=O)O)cc1C(C)C, Cc1ccccc1, CN(C)C=O, O=S(Cl)Cl. The product is COc1c(C#N)cc(C(=O)Cl)cc1C(C)C. Reaction SMILES: [C:1](#[N:2])[c:3]1[cH:4][c:5]([C:6](=[O:7])[OH:8])[cH:9][c:10]([CH:14]([CH3:15])[CH3:16])[c:11]1[O:12][CH3:13].[CH3:17][c:18]1[cH:19][cH:20][cH:21][cH:22][cH:23]1.[CH3:28][N:29]([CH3:30])[CH:31]=[O:32].[S:24]([Cl:25])([Cl:26])=[O:27]>>[C:1](#[N:2])[c:3]1[cH:4][c:5]([C:6](=[O:7])[Cl:26])[cH:9][c:10]([CH:14]([CH3:15])[CH3:16])[c:11]1[O:12][CH3:13]. Starting materials: O.P(=O)([O-])([O-])[O-].[K+].[K+].[K+] (Tripotassium phosphate monohydrate), C1(CC1)C1=NC=C(C=N1)Br (2-cyclopropyl-5-bromo-pyrimidine), C(C)(C)(C)OC(=O)N1CC2=CC=C(C=C2CC1)OS(=O)(=O)C(F)(F)F (6-Trifluoromethanesulfonyloxy-3,4-dihydro-1H-isoquinoline-2-carboxylic acid tert-butyl ester), C(C)(=O)[O-].[K+] (Potassium acetate), B1(OC(C(O1)(C)C)(C)C)B2OC(C(O2)(C)C)(C)C (bis(pinacolato)diboron), C([O-])(O)=O.[Na+] (sodium bicarbonate). The reagents and catalysts are Cl[Pd]Cl.C1=CC=C(C=C1)P([C-]2C=CC=C2)C3=CC=CC=C3.C1=CC=C(C=C1)P([C-]2C=CC=C2)C3=CC=CC=C3.[Fe+2] (PdCl2 dppf), C1=CC=C(C=C1)P([C-]2C=CC=C2)C3=CC=CC=C3.C1=CC=C(C=C1)P([C-]2C=CC=C2)C3=CC=CC=C3.[Fe+2] (dppf). The solvent is CN(C)C=O (DMF). Reaction conditions: temperature 90 celsius, time 5 hour. Yields the product C(C)(C)(C)OC(=O)N1CC2=CC=C(C=C2CC1)C=1C=NC(=NC1)C1CC1 (6-(2-Cyclopropyl-pyrimidin-5-yl)-3,4-dihydro-1H-isoquinoline-2-carboxylic acid tert-butyl ester). Yield: 76.8%. Reaction SMILES: [C:1]([O:5][C:6]([N:8]1[CH2:17][CH2:16][C:15]2[C:10](=[CH:11][CH:12]=[C:13](OS(C(F)(F)F)(=O)=O)[CH:14]=2)[CH2:9]1)=[O:7])([CH3:4])([CH3:3])[CH3:2].C([O-])(=O)C.[K+].B1(B2OC(C)(C)C(C)(C)O2)OC(C)(C)C(C)(C)O1.O.P([O-])([O-])([O-])=O.[K+].[K+].[K+].[CH:58]1([C:61]2[N:66]=[CH:65][C:64](Br)=[CH:63][N:62]=2)[CH2:60][CH2:59]1.C(=O)(O)[O-].[Na+]>CN(C=O)C.Cl[Pd]Cl.C1C=CC(P(C2C=CC=CC=2)[C-]2C=CC=C2)=CC=1.C1C=CC(P(C2C=CC=CC=2)[C-]2C=CC=C2)=CC=1.[Fe+2].C1C=CC(P(C2C=CC=CC=2)[C-]2C=CC=C2)=CC=1.C1C=CC(P(C2C=CC=CC=2)[C-]2C=CC=C2)=CC=1.[Fe+2]>[C:1]([O:5][C:6]([N:8]1[CH2:17][CH2:16][C:15]2[C:10](=[CH:11][CH:12]=[C:13]([C:64]3[CH:63]=[N:62][C:61]([CH:58]4[CH2:60][CH2:59]4)=[N:66][CH:65]=3)[CH:14]=2)[CH2:9]1)=[O:7])([CH3:4])([CH3:3])[CH3:2] |f:1.2,4.5.6.7.8,10.11,13.14.15.16,17.18.19|. Procedure: 6-Trifluoromethanesulfonyloxy-3,4-dihydro-1H-isoquinoline-2-carboxylic acid tert-butyl ester (11.51 g, 30 mmol) was dissolved in DMF (250 mL) and the yellow solution was purged by bubbling argon (g) through the solution. Potassium acetate (8.83 g, 90 mmol), bis(pinacolato)diboron (8.38 g, 33 mmol), PdCl2 dppf (1.22 g, 1.5 mmol) and dppf (0.83 g, 1.5 mmol) were added and the mixture was purged again with argon. The mixture was then heated to 90° C. for 2 h. Tripotassium phosphate monohydrate (18 ...